This data is from the Open Reaction Database (ORD), a public repository of structured organic reaction records. The task is: describe an organic reaction: reactants, conditions, products, and yield Starting materials: ClC1=C(C(=O)O)C=CC=N1 (2-chloronicotinic acid), S(=O)(Cl)Cl (thionylchloride), O1CCOCC1 (dioxane). Run in C(C)O (ethanol), O (water), C(C)N(CC)CC (triethylamine), C(C)O (ethanol). The product is C(C)OC(=O)C=1C(=NC=CC1)Cl (2-Chloro-(3-pyridinecarboxylic acid) ethyl ester). Isolated yield 90.0%. RXN SMILES: [Cl:1][C:2]1[N:10]=[CH:9][CH:8]=[CH:7][C:3]=1[C:4]([OH:6])=[O:5].S(Cl)(Cl)=O.O1CCO[CH2:17][CH2:16]1>C(O)C.O.C(N(CC)CC)C>[CH2:16]([O:5][C:4]([C:3]1[C:2]([Cl:1])=[N:10][CH:9]=[CH:8][CH:7]=1)=[O:6])[CH3:17]. Procedure details: 10 g (0.0635 mole) of 2-chloronicotinic acid, 4.86 ml (0.067 mole) of thionylchloride and 30 ml of dioxane are heated at 70° C. for 3 hours. 20 ml of ethanol is added and the mixture is heated for 2 hours. After cooling to room temperature 10 ml of triethylamine, 10 ml of water and 5 ml ethanol is added. The solvents are evaporated and the residue is extracted with ether and water. The ether is evaporated and the crude product is isolated. The yield is 10.3 g (95%). Distillation of the crude pro... As a reaction SMILES: [CH3:1][c:2]1[n:3][o:4][c:5]([CH3:17])[c:6]1-[c:7]1[n:8][c:9]([S:13]([CH3:14])(=[O:15])=[O:16])[n:10][cH:11][cH:12]1.[O:18]1[CH2:19][CH2:20][O:21][CH2:22][CH2:23]1>>[CH3:1][c:2]1[n:3][o:4][c:5]([CH3:17])[c:6]1-[c:7]1[n:8][c:9](=[O:18])[nH:10][cH:11][cH:12]1. The reactants are Cc1noc(C)c1-c1ccnc(S(C)(=O)=O)n1, C1COCCO1. The product is Cc1noc(C)c1-c1cc[nH]c(=O)n1. Starting materials: CC(C)(C)OC(=O)COc1c(Cl)cc([N+](=O)[O-])cc1Cl, CCO, [Cl-], [Fe], [NH4+], O. The product is CC(C)(C)OC(=O)COc1c(Cl)cc(N)cc1Cl. As a reaction SMILES: [C:1]([CH3:2])([CH3:3])([CH3:4])[O:5][C:6]([CH2:7][O:8][c:9]1[c:10]([Cl:19])[cH:11][c:12]([N+:16]([O-:17])=[O:18])[cH:13][c:14]1[Cl:15])=[O:20].[CH3:23][CH2:24][OH:25].[Cl-:21].[Fe:27].[NH4+:22].[OH2:26]>>[C:1]([CH3:2])([CH3:3])([CH3:4])[O:5][C:6]([CH2:7][O:8][c:9]1[c:10]([Cl:19])[cH:11][c:12]([NH2:16])[cH:13][c:14]1[Cl:15])=[O:20]. Reactants: B(Br)(Br)Br (boron tribromide), NC=1C(=C(C=CC1)C1=CC=C(S1)C(=O)O)OC (5-(3-amino-2-methoxy-phenyl)-thiophene-2-carboxylic acid), CO (methanol). Solvent: ClCCl (dichloromethane). Conditions: time 1.5 hour. Yields the product Br.NC=1C(=C(C=CC1)C1=CC=C(S1)C(=O)O)O (5-(3-amino-2-hydroxy-phenyl)-thiophene-2-carboxylic acid hydrobromide). The yield is 57.1%. Reaction SMILES: [NH2:1][C:2]1[C:3]([O:16]C)=[C:4]([C:8]2[S:12][C:11]([C:13]([OH:15])=[O:14])=[CH:10][CH:9]=2)[CH:5]=[CH:6][CH:7]=1.B(Br)(Br)[Br:19].CO>ClCCl>[BrH:19].[NH2:1][C:2]1[C:3]([OH:16])=[C:4]([C:8]2[S:12][C:11]([C:13]([OH:15])=[O:14])=[CH:10][CH:9]=2)[CH:5]=[CH:6][CH:7]=1 |f:4.5|. Reported procedure: 5-(3-Amino-2-methoxy-phenyl)-thiophene-2-carboxylic acid 12b (2.2 g, 8.83 mmol) was dissolved in 20 mL of dichloromethane followed by dropwise addition of boron tribromide (35 mL, 35.32 mmol/L). The reaction mixture was reacted at room temperature for 1.5 hours. The reaction was monitored by TLC until the disappearance of the starting materials. Then 5 mL of methanol was added and the mixture was concentrated under reduced pressure. The residue was diluted with 100 mL of ethyl acetate and stirre... Reactants: COc1cc2c(Cl)ccnc2cc1OCc1ccccc1, CN(C)c1ccncc1, Clc1ccccc1Cl, O, CCCOC(=O)c1cc2ccccc2cc1O. Product: CCCOC(=O)c1cc2ccccc2cc1Oc1ccnc2cc(OCc3ccccc3)c(OC)cc12. Reaction SMILES: [CH2:18]([c:19]1[cH:20][cH:21][cH:22][cH:23][cH:24]1)[O:25][c:26]1[c:27]([O:37][CH3:38])[cH:28][c:29]2[c:30]([Cl:36])[cH:31][cH:32][n:33][c:34]2[cH:35]1.[CH3:40][N:41]([CH3:42])[c:43]1[cH:44][cH:45][n:46][cH:47][cH:48]1.[Cl:49][c:50]1[cH:51][cH:52][cH:53][cH:54][c:55]1[Cl:56].[OH2:39].[OH:1][c:2]1[c:3]([C:12](=[O:13])[O:14][CH2:15][CH2:16][CH3:17])[cH:4][c:5]2[cH:6][cH:7][cH:8][cH:9][c:10]2[cH:11]1>>[O:1]([c:2]1[c:3]([C:12](=[O:13])[O:14][CH2:15][CH2:16][CH3:17])[cH:4][c:5]2[cH:6][cH:7][cH:8][cH:9][c:10]2[cH:11]1)[c:30]1[c:29]2[cH:28][c:27]([O:37][CH3:38])[c:26]([O:25][CH2:18][c:19]3[cH:20][cH:21][cH:22][cH:23][cH:24]3)[cH:35][c:34]2[n:33][cH:32][cH:31]1. Starting materials: S(O)(O)(=O)=O (Sulfuric acid), O[C@@]12[C@]3(CCC(C=C3CC[C@H]1[C@@H]1CCC([C@@]1(C)CC2)=O)=O)C (9α-hydroxyandrost-4-ene-3,17-dione), [C-]#N.[K+] (potassium cyanide), O (water), O (water), S(O)(O)(=O)=O (sulfuric acid), O (water). Solvent: CO (methanol). Conditions: time 2.5 hour. Yields the product C[C@]12CCC3([C@H]([C@@H]1CCC2(C#N)O)CCC4=CC(=O)CC[C@@]43C)O (17β-Cyano-9α,17α-dihydroxyandrost-4-en-3-one). As a reaction SMILES: S(=O)(=O)(O)O.[OH:6][C@:7]12[CH2:24][CH2:23][C@@:21]3([CH3:22])[C@@H:17]([CH2:18][CH2:19][C:20]3=[O:25])[C@@H:16]1[CH2:15][CH2:14][C:13]1[C@:8]2([CH3:27])[CH2:9][CH2:10][C:11](=[O:26])[CH:12]=1.[C-:28]#[N:29].[K+].O>CO>[CH3:22][C@@:21]12[C:20]([OH:25])([C:28]#[N:29])[CH2:19][CH2:18][C@H:17]1[C@@H:16]1[CH2:15][CH2:14][C:13]3[C@@:8]([CH3:27])([C:7]1([OH:6])[CH2:24][CH2:23]2)[CH2:9][CH2:10][C:11](=[O:26])[CH:12]=3 |f:2.3|. Procedure details: Sulfuric acid (2.07 ml) is added to 9α-hydroxyandrost-4-ene-3,17-dione (I, 21.14 g) and potassium cyanide (6.70 g) slurried in methanol (71.5 ml) and water (6.8 ml) at <5°. The mixture is allowed to warm to 15° over 0.5 hr, then warmed to 30° over 1 hr. The mixture is stirred at 30° for 2.5 hr, then cooled to 2° and sulfuric acid (0.32 ml) is added. The mixture is then stirred at 30° for 2 hr and water (13 ml) is added. Next, water (52 ml) is added over 12 hr, maintaining the mixture at 30°. The...